describe an organic reaction: reactants, conditions, products, and yield From a dataset of the Open Reaction Database (ORD), a public repository of structured organic reaction records. Reactants: FC(OC=1C=C(C=O)C=CC1)(F)F (3-(trifluoromethoxy)benzaldehyde), C1(=CC=CC=C1)P(=CC(=O)OCC)(C1=CC=CC=C1)C1=CC=CC=C1 (ethyl 2-(triphenylphosphoranylidene)acetate). Run in C(Cl)Cl (DCM). Run at temperature 15 celsius, time 2 hour. The product is FC(OC=1C=C(C=CC1)C=CC(=O)OCC)(F)F (ethyl 3-(3-(trifluoromethoxy)phenyl)acrylate). The yield is 87.7%. As a reaction SMILES: [F:1][C:2]([F:13])([F:12])[O:3][C:4]1[CH:5]=[C:6]([CH:9]=[CH:10][CH:11]=1)[CH:7]=O.C1(P(C2C=CC=CC=2)(C2C=CC=CC=2)=[CH:21][C:22]([O:24][CH2:25][CH3:26])=[O:23])C=CC=CC=1>C(Cl)Cl>[F:1][C:2]([F:13])([F:12])[O:3][C:4]1[CH:5]=[C:6]([CH:7]=[CH:21][C:22]([O:24][CH2:25][CH3:26])=[O:23])[CH:9]=[CH:10][CH:11]=1. Procedure: A mixture of 3-(trifluoromethoxy)benzaldehyde 158a (10.0 g, 52.6 mmol) and ethyl 2-(triphenylphosphoranylidene)acetate 158b (27.5 g, 78.9 mmol) in DCM (200 mL) was stirred at 15° C. for 2 h. See FIG. 4. The resulting mixture was concentrated under reduced pressure, and the crude was purified by column chromatography on silica gel (ethyl acetate:petroleum ether=1:8) to afford ethyl 3-(3-(trifluoromethoxy)phenyl)acrylate 158c (12.0 g, 88%) as yellow oil. Starting materials: FC(C(=O)O)(F)F.FC(C(=O)O)(F)F.FC(C(=O)O)(F)F.ClC=1C=NC=2NC=3C=NC=C(CCC4=C(C=CC(NC1N2)=C4)OCCC4CCNCC4)C3 (6-chloro-12-(2-piperidin-4-ylethoxy)-2,4,8,18,22-pentaazatetracyclo[14.3.1.1(3,7).1(9,13)]docosa-1(20),3(22),4,6,9(21),10,12,16,18-nonaene tris(trifluoroacetate)), FC1=C(C=CC=C1)N=C=O (1-fluoro-2-isocyanatobenzene). Yields the product FC(C(=O)O)(F)F.FC(C(=O)O)(F)F.ClC=1C=NC=2NC=3C=NC=C(CCC4=C(C=CC(NC1N2)=C4)OCCC4CCN(CC4)C(=O)NC4=C(C=CC=C4)F)C3 (4-(2-{[6-Chloro-2,4,8,18,22-pentaazatetracyclo[14.3.1.1(3,7).1(9,13)]docosa-1(20),3(22),4,6,9(21),10,12,16,18-nonaen-12-yl]oxy}ethyl)-N-(2-fluorophenyl)piperidine-1-carboxamide bis(trifluoroacetate)). Isolated yield 40.0%. As a reaction SMILES: [F:1][C:2]([F:7])([F:6])[C:3]([OH:5])=[O:4].[F:8][C:9]([F:14])([F:13])[C:10]([OH:12])=[O:11].FC(F)(F)C(O)=O.[Cl:22][C:23]1[CH:24]=[N:25][C:26]2[NH:27][C:28]3[CH:29]=[N:30][CH:31]=[C:32]([CH:53]=3)[CH2:33][CH2:34][C:35]3[CH:43]=[C:39]([NH:40][C:41]=1[N:42]=2)[CH:38]=[CH:37][C:36]=3[O:44][CH2:45][CH2:46][CH:47]1[CH2:52][CH2:51][NH:50][CH2:49][CH2:48]1.[F:54][C:55]1[CH:60]=[CH:59][CH:58]=[CH:57][C:56]=1[N:61]=[C:62]=[O:63]>>[F:1][C:2]([F:7])([F:6])[C:3]([OH:5])=[O:4].[F:8][C:9]([F:14])([F:13])[C:10]([OH:12])=[O:11].[Cl:22][C:23]1[CH:24]=[N:25][C:26]2[NH:27][C:28]3[CH:29]=[N:30][CH:31]=[C:32]([CH:53]=3)[CH2:33][CH2:34][C:35]3[CH:43]=[C:39]([NH:40][C:41]=1[N:42]=2)[CH:38]=[CH:37][C:36]=3[O:44][CH2:45][CH2:46][CH:47]1[CH2:48][CH2:49][N:50]([C:62]([NH:61][C:56]2[CH:57]=[CH:58][CH:59]=[CH:60][C:55]=2[F:54])=[O:63])[CH2:51][CH2:52]1 |f:0.1.2.3,5.6.7|. Procedure: The desired compound was prepared according to the procedure of Example D41 using 6-chloro-12-(2-piperidin-4-ylethoxy)-2,4,8,18,22-pentaazatetracyclo[14.3.1.1(3,7).1(9,13)]docosa-1(20),3(22),4,6,9(21),10,12,16,18-nonaene tris(trifluoroacetate) and 1-fluoro-2-isocyanatobenzene as the starting materials in 40% yield. LCMS for C31H32ClFN7O2 (M+H)+: m/z=588.1.